From a dataset of the Open Reaction Database (ORD), a public repository of structured organic reaction records. describe an organic reaction: reactants, conditions, products, and yield Starting materials: BrC=1C(=CC(=C(C1)F)Cl)Cl (5-bromo-2,4-dichlorofluorobenzene), [Cu]C#N (copper(I)cyanide), trimethyl(ethoxypolyoxypropyl)ammonium chloride, CC(C)CC(CO)O (polyethylene glycol dimethyl ether), C=1(C(=CC=CC1)C)C (xylene). Reagents/catalysts: [Br-].C(CCC)[P+](CCCC)(CCCC)CCCC (tetrabutylphosphonium bromide). Product: ClC1=C(C#N)C=C(C(=C1)Cl)F (2,4-dichloro-5-fluorobenzonitrile). RXN SMILES: Br[C:2]1[C:3]([Cl:10])=[CH:4][C:5]([Cl:9])=[C:6]([F:8])[CH:7]=1.[Cu][C:12]#[N:13].CC(CC(O)CO)C.C1(C)C(C)=CC=CC=1>[Br-].C([P+](CCCC)(CCCC)CCCC)CCC>[Cl:10][C:3]1[CH:4]=[C:5]([Cl:9])[C:6]([F:8])=[CH:7][C:2]=1[C:12]#[N:13] |f:4.5|. Procedure details: 97.6 g (0.4 mol) of 5-bromo-2,4-dichlorofluorobenzene, 35.8 g (0.4 mol) of copper(I)cyanide, 10.0 g (0.014 mol) of trimethyl(ethoxypolyoxypropyl)ammonium chloride, 5.0 g (0.015 mol) of tetrabutylphosphonium bromide and 5.0 g (0.01 mol) of polyethylene glycol dimethyl ether 500 were introduced together with 20.0 g (0.19 mol) of xylene into a 250 ml 3-neck flask fitted with a reflux condenser and blade stirrer and azeotropically dried at up to 150° C. under reduced pressure. Amount of 2,4-dichloro... Starting materials: ClC1=CC=C(C=C1)NCC1=NC=C(C=C1)C(C1=CNC2=NC=CC=C21)OC ((4-Chloro-phenyl)-5-[methoxy-(1H-pyrrolo[2,3-b]pyridin-3-yl)-methyl]-pyridin-2-ylmethyl-amine), FC(C(=O)O)(F)F (trifluoroacetic acid), C(C)[SiH](CC)CC (triethylsilane), O (water). The solvent is C(C)#N (acetonitrile). Product: ClC1=CC=C(C=C1)NCC1=NC=C(C=C1)CC1=CNC2=NC=CC=C21 ((4-Chloro-phenyl)-[5-(1H-pyrrolo[2,3-b]pyridin-3-ylmethyl)-pyridin-2-ylmethyl]-amine). As a reaction SMILES: [Cl:1][C:2]1[CH:7]=[CH:6][C:5]([NH:8][CH2:9][C:10]2[CH:15]=[CH:14][C:13]([CH:16](OC)[C:17]3[C:25]4[C:20](=[N:21][CH:22]=[CH:23][CH:24]=4)[NH:19][CH:18]=3)=[CH:12][N:11]=2)=[CH:4][CH:3]=1.FC(F)(F)C(O)=O.C([SiH](CC)CC)C.O>C(#N)C>[Cl:1][C:2]1[CH:7]=[CH:6][C:5]([NH:8][CH2:9][C:10]2[CH:15]=[CH:14][C:13]([CH2:16][C:17]3[C:25]4[C:20](=[N:21][CH:22]=[CH:23][CH:24]=4)[NH:19][CH:18]=3)=[CH:12][N:11]=2)=[CH:4][CH:3]=1. Reported procedure: To (4-Chloro-phenyl)-5-[methoxy-(1H-pyrrolo[2,3-b]pyridin-3-yl)-methyl]-pyridin-2-ylmethyl-amine (57, 20.8 mg, 0.055 mmol) in acetonitrile (10.0 mL) were added trifluoroacetic acid (0.50 mL, 6.5 mmol) and triethylsilane (1.00 mL, 6.26 mmol). The reaction was heated to reflux for 3 hours, then poured into water and extracted with ethyl acetate. The organic layer was dried over anhydrous sodium sulfate and filtered. The filtrate was concentrated and purified by silica gel column chromatography elu... Starting materials: OCC=1C=C(C=CC1)C(CC(=O)OCC)C#CC (ethyl 3-(3-(hydroxymethyl)phenyl)hex-4-ynoate), FC1=C(C=C(C=C1)OC)C1=C(C=C(C=C1)O)CC(C)(C)C (2′-fluoro-5′-methoxy-2-neopentyl-[1,1′-biphenyl]-4-ol), N(=NC(=O)N1CCCCC1)C(=O)N1CCCCC1 (1,1′-(azodicarbonyl)dipiperidine), C(CCC)P(CCCC)CCCC (tributylphosphine). The solvent is C1CCOC1 (THF). Run at time 16 hour. Yields the product FC1=C(C=C(C=C1)OC)C1=C(C=C(C=C1)OCC=1C=C(C=CC1)C(CC(=O)OCC)C#CC)CC(C)(C)C (ethyl 3-(3-(((2′-fluoro-5′-methoxy-2-neopentyl-[1,1′-biphenyl]-4-yl)oxy)methyl)phenyl)hex-4-ynoate). The yield is 82.1%. As a reaction SMILES: [OH:1][CH2:2][C:3]1[CH:4]=[C:5]([CH:9]([C:16]#[C:17][CH3:18])[CH2:10][C:11]([O:13][CH2:14][CH3:15])=[O:12])[CH:6]=[CH:7][CH:8]=1.[F:19][C:20]1[CH:25]=[CH:24][C:23]([O:26][CH3:27])=[CH:22][C:21]=1[C:28]1[CH:33]=[CH:32][C:31](O)=[CH:30][C:29]=1[CH2:35][C:36]([CH3:39])([CH3:38])[CH3:37].N(C(N1CCCCC1)=O)=NC(N1CCCCC1)=O.C(P(CCCC)CCCC)CCC>C1COCC1>[F:19][C:20]1[CH:25]=[CH:24][C:23]([O:26][CH3:27])=[CH:22][C:21]=1[C:28]1[CH:33]=[CH:32][C:31]([O:1][CH2:2][C:3]2[CH:4]=[C:5]([CH:9]([C:16]#[C:17][CH3:18])[CH2:10][C:11]([O:13][CH2:14][CH3:15])=[O:12])[CH:6]=[CH:7][CH:8]=2)=[CH:30][C:29]=1[CH2:35][C:36]([CH3:39])([CH3:38])[CH3:37]. Procedure details: Under a nitrogen atmosphere, to a solution of ethyl 3-(3-(hydroxymethyl)phenyl)hex-4-ynoate (100 mg) and 2′-fluoro-5′-methoxy-2-neopentyl-[1,1′-biphenyl]-4-ol (117 mg) in THF (5.8 mL) were added 1,1′-(azodicarbonyl)dipiperidine (164 mg) and tributylphosphine (160 μL) at room temperature, and the mixture was stirred for 16 hr. The solvent was evaporated under reduced pressure, and the residue was purified by silica gel column chromatography (ethyl acetate/hexane) to give the title compound (172 m... Yields the product CN(C)C(=O)Nc1cccc(-c2nc(Nc3ccc4[nH]ncc4c3)c3ccccc3n2)c1. The reactants are CN(C)C(=O)Nc1cccc(-c2nc(Nc3ccc4c(cnn4C(=O)OC(C)(C)C)c3)c3ccccc3n2)c1, ClCCl. As a reaction SMILES: [CH3:1][N:2]([C:3]([NH:4][c:5]1[cH:6][c:7](-[c:11]2[n:12][c:13]3[cH:14][cH:15][cH:16][cH:17][c:18]3[c:19]([NH:21][c:22]3[cH:23][c:24]4[cH:25][n:26][n:27]([C:31]([O:32][C:33]([CH3:34])([CH3:35])[CH3:36])=[O:37])[c:28]4[cH:29][cH:30]3)[n:20]2)[cH:8][cH:9][cH:10]1)=[O:38])[CH3:39].[Cl:40][CH2:41][Cl:42]>>[CH3:1][N:2]([C:3]([NH:4][c:5]1[cH:6][c:7](-[c:11]2[n:12][c:13]3[cH:14][cH:15][cH:16][cH:17][c:18]3[c:19]([NH:21][c:22]3[cH:23][c:24]4[cH:25][n:26][nH:27][c:28]4[cH:29][cH:30]3)[n:20]2)[cH:8][cH:9][cH:10]1)=[O:38])[CH3:39]. Starting materials: C(C)(C)(C)OC(=O)N[C@@H](C)C(=O)O (N-(tert-butoxycarbonyl)-alanine), C(C)(=O)OCCC1=CC=C(C=C1)NC1=C(C=C(C(=C1)Cl)C(F)(F)F)N (2-(4-{[2-amino-5-chloro-4-(trifluoromethyl)phenyl]amino}phenyl)ethyl acetate). RXN SMILES: [C:1]([O:5][C:6]([NH:8][C@H:9]([C:11](O)=O)[CH3:10])=[O:7])([CH3:4])([CH3:3])[CH3:2].C([O:17][CH2:18][CH2:19][C:20]1[CH:25]=[CH:24][C:23]([NH:26][C:27]2[CH:32]=[C:31]([Cl:33])[C:30]([C:34]([F:37])([F:36])[F:35])=[CH:29][C:28]=2[NH2:38])=[CH:22][CH:21]=1)(=O)C>>[Cl:33][C:31]1[C:30]([C:34]([F:35])([F:36])[F:37])=[CH:29][C:28]2[N:38]=[C:11]([CH:9]([NH:8][C:6](=[O:7])[O:5][C:1]([CH3:2])([CH3:3])[CH3:4])[CH3:10])[N:26]([C:23]3[CH:24]=[CH:25][C:20]([CH2:19][CH2:18][OH:17])=[CH:21][CH:22]=3)[C:27]=2[CH:32]=1. Procedure details: The title compound was prepared according to the procedure described in Example 339, step 3 & Example 1, step 5 from N-(tert-butoxycarbonyl)-alanine and 2-(4-{[2-amino-5-chloro-4-(trifluoromethyl)phenyl]amino}phenyl)ethyl acetate (Example 339, step 2). The product is ClC=1C(=CC2=C(N(C(=N2)C(C)NC(OC(C)(C)C)=O)C2=CC=C(C=C2)CCO)C1)C(F)(F)F (1,1-dimethylethyl 1-[6-chloro-1-[4-(2-hydroxyethyl)phenyl]-5-(trifluoromethyl)-1H-benzimidazol-2-yl]ethylcarbamate). Reactants: CCCCOCCOc1ccc(-c2ccc3c(c2)C=C(C(=O)OC)CCN3CC(C)C)cc1, C1CCOC1, Cl, [Na+], [OH-]. The product is CCCCOCCOc1ccc(-c2ccc3c(c2)C=C(C(=O)O)CCN3CC(C)C)cc1. Reaction SMILES: [CH2:1]([CH2:2][CH2:3][CH3:4])[O:5][CH2:6][CH2:7][O:8][c:9]1[cH:10][cH:11][c:12](-[c:15]2[cH:16][cH:17][c:18]3[c:19]([cH:33]2)[CH:20]=[C:21]([C:29](=[O:30])[O:31][CH3:32])[CH2:22][CH2:23][N:24]3[CH2:25][CH:26]([CH3:27])[CH3:28])[cH:13][cH:14]1.[CH2:37]1[O:38][CH2:39][CH2:40][CH2:41]1.[ClH:36].[Na+:35].[OH-:34]>>[CH2:1]([CH2:2][CH2:3][CH3:4])[O:5][CH2:6][CH2:7][O:8][c:9]1[cH:10][cH:11][c:12](-[c:15]2[cH:16][cH:17][c:18]3[c:19]([cH:33]2)[CH:20]=[C:21]([C:29](=[O:30])[OH:31])[CH2:22][CH2:23][N:24]3[CH2:25][CH:26]([CH3:27])[CH3:28])[cH:13][cH:14]1. Reagents/catalysts: [Pd] (palladium on carbon). Reactants: C(C=CC1=CC=CC=C1)(=O)C1=CC=C(C=C1)CCCC(=O)OC (methyl 4-(4-cinnamoylphenyl)butyrate). Isolated yield 98.8%. The solvent is CO (methanol). Reaction SMILES: [C:1]([C:11]1[CH:16]=[CH:15][C:14]([CH2:17][CH2:18][CH2:19][C:20]([O:22][CH3:23])=[O:21])=[CH:13][CH:12]=1)(=[O:10])[CH:2]=[CH:3][C:4]1[CH:9]=[CH:8][CH:7]=[CH:6][CH:5]=1>CO.[Pd]>[C:4]1([CH2:3][CH2:2][C:1]([C:11]2[CH:12]=[CH:13][C:14]([CH2:17][CH2:18][CH2:19][C:20]([O:22][CH3:23])=[O:21])=[CH:15][CH:16]=2)=[O:10])[CH:9]=[CH:8][CH:7]=[CH:6][CH:5]=1. Reported procedure: To a solution of 3.89 g of methyl 4-(4-cinnamoylphenyl)butyrate in 50 ml of methanol, 0.25 g of 10% palladium on carbon was added, and hydrogenation was carried out at an ordinary temperature and under ordinary pressure for 5 hours. The catalyst was filtered off and the filtrate was concentrated under reduced pressure to give 3.87 g of pale brown oil. Reaction conditions: time 5 hour. Product: C1(=CC=CC=C1)CCC(=O)C1=CC=C(C=C1)CCCC(=O)OC (Methyl 4-[4-(3-Phenylpropionyl)phenyl]butyrate). Starting materials: [H][H] (hydrogen), OC1=CC=C(C=C1)CC(C(=O)O)=O (3-(4-hydroxyphenyl)pyruvic acid). The reagents and catalysts are [Pd] (palladium on charcoal). Solvent: CO (methanol). Run at temperature 25 celsius, time 2 hour. Yields the product OC1=CC=C(C=C1)CC(C(=O)O)O (3-(4-hydroxyphenyl)lactic acid). Yield: 99.9%. RXN SMILES: [OH:1][C:2]1[CH:7]=[CH:6][C:5]([CH2:8][C:9](=[O:13])[C:10]([OH:12])=[O:11])=[CH:4][CH:3]=1.[H][H]>[Pd].CO>[OH:1][C:2]1[CH:3]=[CH:4][C:5]([CH2:8][CH:9]([OH:13])[C:10]([OH:12])=[O:11])=[CH:6][CH:7]=1. Reported procedure: 10 g of 3-(4-hydroxyphenyl)pyruvic acid and 50 ml of methanol were charged to a pressure reactor to form a solution, and 0.5 g of 5% palladium on charcoal was added thereto. The atmosphere was displaced with hydrogen, and the mixture was stirred at 25° C. under a hydrogen pressure of 5 kg/cm2 for 2 hours. After completion of the reaction, the reaction mixture was filtered to remove the catalyst, and the filtrate was concentrated under reduced pressure to give 10.1 g of 3-(4-hydroxyphenyl)lactic ...